Dataset: the Open Reaction Database (ORD), a public repository of structured organic reaction records. Task: describe an organic reaction: reactants, conditions, products, and yield Yields the product COC(=O)c1ccc(C=CC(=O)c2ccc(C(F)(F)F)nc2Nc2ccccc2)cc1. The reactants are C[O-], CO, COC(=O)c1ccc(C=O)cc1, Cl, [Na+], O, CC(=O)c1ccc(C(F)(F)F)nc1Nc1ccccc1. RXN SMILES: [CH3:33][O-:34].[CH3:37][OH:38].[CH:21](=[O:22])[c:23]1[cH:24][cH:25][c:26]([C:27](=[O:28])[O:29][CH3:30])[cH:31][cH:32]1.[ClH:36].[Na+:35].[OH2:39].[c:1]1([NH:7][c:8]2[n:9][c:10]([C:17]([F:18])([F:19])[F:20])[cH:11][cH:12][c:13]2[C:14]([CH3:15])=[O:16])[cH:2][cH:3][cH:4][cH:5][cH:6]1>>[c:1]1([NH:7][c:8]2[n:9][c:10]([C:17]([F:18])([F:19])[F:20])[cH:11][cH:12][c:13]2[C:14]([CH:15]=[CH:21][c:23]2[cH:24][cH:25][c:26]([C:27](=[O:28])[O:29][CH3:30])[cH:31][cH:32]2)=[O:16])[cH:2][cH:3][cH:4][cH:5][cH:6]1. Reactants: Br, O, OCc1ccc(-c2ccccc2)cc1. The product is BrCc1ccc(-c2ccccc2)cc1. As a reaction SMILES: [BrH:15].[OH2:16].[c:1]1(-[c:9]2[cH:10][cH:11][cH:12][cH:13][cH:14]2)[cH:2][cH:3][c:4]([CH2:7][OH:8])[cH:5][cH:6]1>>[c:1]1(-[c:9]2[cH:10][cH:11][cH:12][cH:13][cH:14]2)[cH:2][cH:3][c:4]([CH2:7][Br:15])[cH:5][cH:6]1. The reactants are SC=1C(=NC=CC1)C#N (3-mercaptopicolinonitrile), BrBr (bromine). Run in C(C)(=O)OCC (ethyl acetate). Yields the product hexanes methylene chloride, BrC1=NSC=2C1=NC=CC2 (3-bromoisothiazolo[4,5-b]pyridine). As a reaction SMILES: [SH:1][C:2]1[C:3]([C:8]#[N:9])=[N:4][CH:5]=[CH:6][CH:7]=1.[Br:10]Br>C(OCC)(=O)C>[Br:10][C:8]1[C:3]2=[N:4][CH:5]=[CH:6][CH:7]=[C:2]2[S:1][N:9]=1. Reported procedure: To a solution of 3-mercaptopicolinonitrile (1.05 g, 7.72 mmol) in ethyl acetate (30 mL), bromine (3.00 g, 18.90 mmol) was added dropwise at 0° C. The reaction mixture was allowed to warm to room temperature and then refluxed for 3 h. The reaction mixture was concentrated under reduced pressure. Trituration with hexanes:methylene chloride (1:1 mixture) gave 3-bromoisothiazolo[4,5-b]pyridine, as light brown solid which was carried forward without further purification. MW=215 confirmed by LC-MS, tr... Starting materials: C(CC(=O)[O-])(=O)OCC (ethyl malonate), [Mg] (Magnesium), C(C(=O)Cl)(=O)Cl (Oxalyl chloride), FC1=C(C(=O)O)C=C(C(=C1C)[N+](=O)[O-])F (2,5-difluoro-3-methyl-4-nitrobenzoic acid). Reagents/catalysts: C(C)O (ethanol), CN(C=O)C (N,N-dimethylformamide). The solvent is O1CCCC1 (tetrahydrofuran), C(Cl)(Cl)(Cl)Cl (carbon tetrachloride), C(Cl)Cl (methylene chloride). Reaction conditions: temperature 80 celsius, time 4 hour. Product: FC1=C(C(=O)CC(=O)OCC)C=C(C(=C1C)[N+](=O)[O-])F (Ethyl 2,5-Difluoro-3methyl-4-nitrobenzoylacetate). As a reaction SMILES: [Mg].[C:2]([O:8][CH2:9][CH3:10])(=[O:7])[CH2:3][C:4]([O-:6])=O.C(Cl)(=O)C(Cl)=O.[F:17][C:18]1[C:26]([CH3:27])=[C:25]([N+:28]([O-:30])=[O:29])[C:24]([F:31])=[CH:23][C:19]=1C(O)=O>O1CCCC1.CN(C)C=O.C(Cl)Cl.C(O)C.C(Cl)(Cl)(Cl)Cl>[F:17][C:18]1[C:26]([CH3:27])=[C:25]([N+:28]([O-:30])=[O:29])[C:24]([F:31])=[CH:23][C:19]=1[C:4]([CH2:3][C:2]([O:8][CH2:9][CH3:10])=[O:7])=[O:6]. Procedure details: Magnesium (733 mg), ethanol (3 mg) and carbon tetrachloride (0.1 ml) were stirred at room temperature in a three necked flask to activate them. A solution of ethyl malonate (4.5 ml) in tetrahydrofuran (20 ml) was slowly added dropwise to the activated mixture, followed by stirring at 80° C. for 4 hours. After the reaction mixture was cooled back to room temperature, it was chilled to -40° C. Oxalyl chloride (2.5 ml) and N,N-dimethylformamide (3 drops) were added to a solution of 2,5-difluoro-3-m... Reactants: C(CCC)OCCOC(=O)N1C(CCC1=O)=O (N-butoxyethyloxycarbonylsuccinimide), C(CCCCCO)O (1,6-hexanediol). Product: OCCCCCCOC(=O)CCC(=O)NC(OCCOCCCC)=O (butoxyethyl N-{3-(6-hydroxyhexyloxycarbonyl)propionyl)carbamate). Reaction SMILES: [CH2:1]([O:5][CH2:6][CH2:7][O:8][C:9]([N:11]1[C:15](=[O:16])[CH2:14][CH2:13][C:12]1=[O:17])=[O:10])[CH2:2][CH2:3][CH3:4].[CH2:18]([OH:25])[CH2:19][CH2:20][CH2:21][CH2:22][CH2:23][OH:24]>>[OH:24][CH2:23][CH2:22][CH2:21][CH2:20][CH2:19][CH2:18][O:25][C:12]([CH2:13][CH2:14][C:15]([NH:11][C:9](=[O:10])[O:8][CH2:7][CH2:6][O:5][CH2:1][CH2:2][CH2:3][CH3:4])=[O:16])=[O:17]. Reported procedure: According to the same manner as described in Example 1 except for reacting N-butoxyethyloxycarbonylsuccinimide with 1,6-hexanediol under conditions shown in Table 20, butoxyethyl N-{3-(6-hydroxyhexyloxycarbonyl)propionyl)carbamate was obtained. Characteristics and identified structure of the resulting compound are shown in Table 17.